From a dataset of the Open Reaction Database (ORD), a public repository of structured organic reaction records. describe an organic reaction: reactants, conditions, products, and yield Starting materials: CCCCCC, CCCCCCCCOc1ccc(-c2ccc(O)cc2)c(F)c1F, OCCCCC(F)(F)C(F)(F)C(F)(F)C(F)(F)F, CCOC(=O)N=NC(=O)OCC, c1ccc(P(c2ccccc2)c2ccccc2)cc1. Yields the product CCCCCCCCOc1ccc(-c2ccc(OCCCCC(F)(F)C(F)(F)C(F)(F)C(F)(F)F)cc2)c(F)c1F. As a reaction SMILES: [CH3:74][CH2:75][CH2:76][CH2:77][CH2:78][CH3:79].[F:1][c:2]1[c:3](-[c:18]2[cH:19][cH:20][c:21]([OH:24])[cH:22][cH:23]2)[cH:4][cH:5][c:6]([O:9][CH2:10][CH2:11][CH2:12][CH2:13][CH2:14][CH2:15][CH2:16][CH3:17])[c:7]1[F:8].[F:25][C:26]([CH2:27][CH2:28][CH2:29][CH2:30][OH:31])([C:32]([C:33]([C:34]([F:35])([F:36])[F:37])([F:38])[F:39])([F:40])[F:41])[F:42].[O:43]=[C:44]([O:45][CH2:46][CH3:47])[N:48]=[N:49][C:50]([O:51][CH2:52][CH3:53])=[O:54].[c:55]1([P:56]([c:57]2[cH:58][cH:59][cH:60][cH:61][cH:62]2)[c:63]2[cH:64][cH:65][cH:66][cH:67][cH:68]2)[cH:69][cH:70][cH:71][cH:72][cH:73]1>>[F:1][c:2]1[c:3](-[c:18]2[cH:19][cH:20][c:21]([O:24][CH2:30][CH2:29][CH2:28][CH2:27][C:26]([F:25])([C:32]([C:33]([C:34]([F:35])([F:36])[F:37])([F:38])[F:39])([F:40])[F:41])[F:42])[cH:22][cH:23]2)[cH:4][cH:5][c:6]([O:9][CH2:10][CH2:11][CH2:12][CH2:13][CH2:14][CH2:15][CH2:16][CH3:17])[c:7]1[F:8]. Reactants: N1=CC2=C(C=C1)C(=O)OC2=O (pyridine-3,4-dicarboxylic anhydride), [Al+3].[Cl-].[Cl-].[Cl-] (AlCl3), FC1=CC=CC=C1 (fluorobenzene). Yields the product FC1=CC=C(C(=O)C2=C(C=NC=C2)C(=O)O)C=C1 (4-(4-FLUOROBENZOYL)PYRIDINE-3-CARBOXYLIC ACID). Reaction SMILES: [N:1]1[CH:6]=[CH:5][C:4]2[C:7]([O:9][C:10](=[O:11])[C:3]=2[CH:2]=1)=[O:8].[Al+3].[Cl-].[Cl-].[Cl-].[F:16][C:17]1[CH:22]=[CH:21][CH:20]=[CH:19][CH:18]=1>>[F:16][C:17]1[CH:22]=[CH:21][C:20]([C:7]([C:4]2[CH:5]=[CH:6][N:1]=[CH:2][C:3]=2[C:10]([OH:9])=[O:11])=[O:8])=[CH:19][CH:18]=1 |f:1.2.3.4|. Reported procedure: To a solution of pyridine-3,4-dicarboxylic anhydride (56.04 g, 0.38 mol) in 950 mL of fluorobenzene is added AlCl3 (126.67 g, 0.95 mol) over 45 min. from a powder addition funnel. The mixture is heated to reflux for 12 hours, then allowed to cool and quenched with ice water. Addition of a concentrated NaOH solution results in a solid precipitate which is filtered. The basic aqueous fraction of the biphasic filtrate is separated, washed with Et2O (3×150 mL), and acidified to pH 2.5 with concentra...